This data is from the Open Reaction Database (ORD), a public repository of structured organic reaction records. The task is: describe an organic reaction: reactants, conditions, products, and yield Reactants: C(\C=C/C(=O)O)(=O)O.N(C(=N)N)C=1SC=C(N1)CSCCNC(=S)NC (2-guanidino-4-[2-(3-methylthioureido)ethylthiomethyl]thiazole hydrogen maleate), CI (methyl iodide). Run in C(C)O (ethanol). Yields the product I.C(\C=C/C(=O)O)(=O)O.N(C(=N)N)C=1SC=C(N1)CSCCNC(SC)=NC (2-guanidino-4-[2-(2,3-dimethylisothioureido)ethylthiomethyl]thiazole hydrogen maleate hydriodide). As a reaction SMILES: [C:1]([OH:8])(=[O:7])/[CH:2]=[CH:3]\[C:4]([OH:6])=[O:5].[NH:9]([C:13]1[S:14][CH:15]=[C:16]([CH2:18][S:19][CH2:20][CH2:21][NH:22][C:23]([NH:25][CH3:26])=[S:24])[N:17]=1)[C:10]([NH2:12])=[NH:11].C[I:28]>C(O)C>[IH:28].[C:1]([OH:8])(=[O:7])/[CH:2]=[CH:3]\[C:4]([OH:6])=[O:5].[NH:9]([C:13]1[S:14][CH:15]=[C:16]([CH2:18][S:19][CH2:20][CH2:21][NH:22][C:23](=[N:25][CH3:26])[S:24][CH3:1])[N:17]=1)[C:10]([NH2:12])=[NH:11] |f:0.1,4.5.6|. Procedure: A solution of 2-guanidino-4-[2-(3-methylthioureido)ethylthiomethyl]thiazole hydrogen maleate (0.42 g.) in ethanol (15 ml.) was treated with methyl iodide (0.175 g.). The clear solution was heated under reflux on a steam bath for 1.5 hours, cooled and the volume reduced to 5 ml. by evaporation under reduced pressure. The insoluble material was filtered and recrystallized from ethanol to give 2-guanidino-4-[2-(2,3-dimethylisothioureido)ethylthiomethyl]thiazole hydrogen maleate hydriodide. Found: C... The reactants are Cl, C1COCCO1, C[Si](C)(C)CCOCn1cc(-c2ccncc2)c(-c2cccc(CNC(=O)c3ccc(C(F)(F)F)cc3)c2)n1. Yields the product O=C(NCc1cccc(-c2n[nH]cc2-c2ccncc2)c1)c1ccc(C(F)(F)F)cc1. RXN SMILES: [ClH:40].[O:41]1[CH2:42][CH2:43][O:44][CH2:45][CH2:46]1.[n:1]1[cH:2][cH:3][c:4](-[c:7]2[c:8](-[c:20]3[cH:21][c:22]([CH2:23][NH:24][C:25]([c:26]4[cH:27][cH:28][c:29]([C:32]([F:33])([F:34])[F:35])[cH:30][cH:31]4)=[O:36])[cH:37][cH:38][cH:39]3)[n:9][n:10]([CH2:12][O:13][CH2:14][CH2:15][Si:16]([CH3:17])([CH3:18])[CH3:19])[cH:11]2)[cH:5][cH:6]1>>[n:1]1[cH:2][cH:3][c:4](-[c:7]2[c:8](-[c:20]3[cH:21][c:22]([CH2:23][NH:24][C:25]([c:26]4[cH:27][cH:28][c:29]([C:32]([F:33])([F:34])[F:35])[cH:30][cH:31]4)=[O:36])[cH:37][cH:38][cH:39]3)[n:9][nH:10][cH:11]2)[cH:5][cH:6]1. Starting materials: BrC=1C=CC(=C(C1)S(=O)(=O)Cl)OC (5-bromo-2-methoxybenzenesulfonyl chloride), [NH4+].[OH-] (NH4OH). Run in CCOC(=O)C (EtOAc), C1CCOC1 (THF). Run at time 2 hour. Yields the product BrC=1C=CC(=C(C1)S(=O)(=O)N)OC (5-Bromo-2-methoxybenzenesulfonamide). RXN SMILES: [Br:1][C:2]1[CH:3]=[CH:4][C:5]([O:12][CH3:13])=[C:6]([S:8](Cl)(=[O:10])=[O:9])[CH:7]=1.[NH4+:14].[OH-]>C1COCC1.CCOC(C)=O>[Br:1][C:2]1[CH:3]=[CH:4][C:5]([O:12][CH3:13])=[C:6]([S:8]([NH2:14])(=[O:10])=[O:9])[CH:7]=1 |f:1.2|. Reported procedure: To 5-bromo-2-methoxybenzenesulfonyl chloride (45g; 157.6 mmol, from Lancaster Chemical) at 0° C. in THF, was added concentrated NH4OH (42.5 mL) and the reaction mixture was brought to r.t. for 2 h. The reaction mixture was diluted with EtOAc, extracted with NaHCO3 (2×), brine, and the organic phase was dried over MgSO4. The solvent was removed to give the title compound. Yields the product Cn1c(=O)cc(NN)[nH]c1=O. As a reaction SMILES: [CH3:13][CH2:14][OH:15].[Cl:1][c:2]1[cH:3][c:4](=[O:10])[n:5]([CH3:9])[c:6](=[O:8])[nH:7]1.[NH2:11][NH2:12]>>[c:2]1([NH:11][NH2:12])[cH:3][c:4](=[O:10])[n:5]([CH3:9])[c:6](=[O:8])[nH:7]1. The reactants are CCO, Cn1c(=O)cc(Cl)[nH]c1=O, NN. Reactants: CC1=C(C=C(C=C1)C)NC1=C(C=NC=2N1N=CC2C(=O)O)C(=O)N2CCC1(CC2)COC2=C1C=CC=C2 (7-(2,5-Dimethylphenylamino)-6-(2H-spiro[benzofuran-3,4′-piperidine]-1′-ylcarbonyl)pyrazolo[1,5-a]pyrimidine-3-carboxylic acid), C1(CC1)S(=O)(=O)N (cyclopropanesulfonamide). Yields the product CC1=C(C=C(C=C1)C)NC1=C(C=NC=2N1N=CC2C(=O)NS(=O)(=O)C2CC2)C(=O)N2CCC1(CC2)COC2=C1C=CC=C2 (N-[7-(2,5-Dimethylphenylamino)-6-(2H-spiro[benzofuran-3,4′-piperidine]-1′-ylcarbonyl)pyrazolo[1,5-a]pyrimidine-3-carbonyl]cyclopropanesulfonamide). Yield: 55.1%. RXN SMILES: [CH3:1][C:2]1[CH:7]=[CH:6][C:5]([CH3:8])=[CH:4][C:3]=1[NH:9][C:10]1[N:15]2[N:16]=[CH:17][C:18]([C:19](O)=[O:20])=[C:14]2[N:13]=[CH:12][C:11]=1[C:22]([N:24]1[CH2:29][CH2:28][C:27]2([C:33]3[CH:34]=[CH:35][CH:36]=[CH:37][C:32]=3[O:31][CH2:30]2)[CH2:26][CH2:25]1)=[O:23].[CH:38]1([S:41]([NH2:44])(=[O:43])=[O:42])[CH2:40][CH2:39]1>>[CH3:1][C:2]1[CH:7]=[CH:6][C:5]([CH3:8])=[CH:4][C:3]=1[NH:9][C:10]1[N:15]2[N:16]=[CH:17][C:18]([C:19]([NH:44][S:41]([CH:38]3[CH2:40][CH2:39]3)(=[O:43])=[O:42])=[O:20])=[C:14]2[N:13]=[CH:12][C:11]=1[C:22]([N:24]1[CH2:25][CH2:26][C:27]2([C:33]3[CH:34]=[CH:35][CH:36]=[CH:37][C:32]=3[O:31][CH2:30]2)[CH2:28][CH2:29]1)=[O:23]. Reported procedure: In the same manner as in Example 1, step 6 and using 7-(2,5-dimethylphenylamino)-6-(2H-spiro[benzofuran-3,4′-piperidine]-1′-ylcarbonyl)pyrazolo[1,5-a]pyrimidine-3-carboxylic acid (0.065 g, 0.13 mmol) obtained in Example 129, step 2 and cyclopropanesulfonamide (0.079 g, 0.65 mmol), the title compound (0.043 g, 55%) was obtained. Reactants: C1(=CC=CC=C1)C(N1N=C(C=C1C)C)C1=CC=CC=C1 (1-(diphenylmethyl)-3,5-dimethyl-(1H)-pyrazole), P(=O)(Cl)(Cl)Cl (phosphoryl chloride), CN(C)C=O (DMF). Solvent: O (water), ClCCl (dichloromethane), [OH-].[Na+] (sodium hydroxide), ice water. Run at temperature 100 celsius. Yields the product C1(=CC=CC=C1)C(N1N=C(C(=C1C)C=O)C)C1=CC=CC=C1 (1-(Diphenylmethyl)-3,5-dimethyl-(1H)-pyrazole-4-carboxaldehyde). RXN SMILES: [C:1]1([CH:7]([C:15]2[CH:20]=[CH:19][CH:18]=[CH:17][CH:16]=2)[N:8]2[C:12]([CH3:13])=[CH:11][C:10]([CH3:14])=[N:9]2)[CH:6]=[CH:5][CH:4]=[CH:3][CH:2]=1.P(Cl)(Cl)(Cl)=O.CN([CH:29]=[O:30])C>O.ClCCl.[OH-].[Na+]>[C:15]1([CH:7]([C:1]2[CH:2]=[CH:3][CH:4]=[CH:5][CH:6]=2)[N:8]2[C:12]([CH3:13])=[C:11]([CH:29]=[O:30])[C:10]([CH3:14])=[N:9]2)[CH:20]=[CH:19][CH:18]=[CH:17][CH:16]=1 |f:5.6|. Procedure details: To a hot solution of 1-(diphenylmethyl)-3,5-dimethyl-(1H)-pyrazole (25.0 g) in DMF (22 ml) was added phosphoryl chloride (8.87 ml) dropwise with stirring under nitrogen and the resulting mixture heated at 100° C. for 3 hr. It was cooled, diluted with water and dichloromethane and basified with 50% sodium hydroxide with ice/water cooling. It was extracted with dichloromethane, the organic extracts washed with water, dried over anhydrous magnesium sulfate, filtered and evaporated under reduced pre... Reactants: CC(C)c1cc(Cc2c(Br)cc(CCl)cc2Br)n[nH]c1=O, CS(C)=O, N#C[Na], O=S(=O)(O)O. Product: CC(C)c1cc(Cc2c(Br)cc(CC#N)cc2Br)n[nH]c1=O. As a reaction SMILES: [Br:9][c:10]1[c:11]([CH2:12][c:13]2[cH:14][c:15]([CH:20]([CH3:21])[CH3:22])[c:16](=[O:19])[nH:17][n:18]2)[c:23]([Br:29])[cH:24][c:25]([CH2:27][Cl:28])[cH:26]1.[CH3:30][S:31](=[O:32])[CH3:33].[Na:1][C:2]#[N:3].[S:4](=[O:5])(=[O:6])([OH:7])[OH:8]>>[C:2](#[N:3])[CH2:27][c:25]1[cH:24][c:23]([Br:29])[c:11]([CH2:12][c:13]2[cH:14][c:15]([CH:20]([CH3:21])[CH3:22])[c:16](=[O:19])[nH:17][n:18]2)[c:10]([Br:9])[cH:26]1. Reactants: C1(CCCCC1)N (cyclohexylamine), C(CCl)Cl (ethylene chloride), [OH-].[Na+] (NaOH). Run at temperature 160 celsius, time 10 hour. Yields the product OCCNC1CCCCC1 (N-(2-hydroxyethyl)cyclohexylamine). Reaction SMILES: [CH:1]1([NH2:7])[CH2:6][CH2:5][CH2:4][CH2:3][CH2:2]1.[OH-:8].[Na+].[CH2:10](Cl)[CH2:11]Cl>>[OH:8][CH2:10][CH2:11][NH:7][CH:1]1[CH2:6][CH2:5][CH2:4][CH2:3][CH2:2]1 |f:1.2|. Procedure: Into 100 g of cyclohexylamine was added 41 g of ethylene chloride and the mixture was stirred at about 160° C. for 10 hours. After cooling the reaction mixture to a room temperature, 100 ml of 10 N-NaOH aqueous solution was added to the reaction mixture and the organic layer was obtained by using a separating funnel and thus obtained organic layer was dried with KOH. KOH was removed by filtration and the mother liquor was distilled under a reduced pressure. 48 Grams of N-(2-hydroxyethyl)cyclohex... Starting materials: ClCCl, O=S(=O)(c1ccccc1)n1c(C(O)CC2CCCC2)cc2cc(C(F)(F)F)cnc21. Yields the product O=C(CC1CCCC1)c1cc2cc(C(F)(F)F)cnc2n1S(=O)(=O)c1ccccc1. RXN SMILES: [Cl:31][CH2:32][Cl:33].[c:1]1([S:7](=[O:8])(=[O:9])[n:10]2[c:11]([CH:23]([CH2:24][CH:25]3[CH2:26][CH2:27][CH2:28][CH2:29]3)[OH:30])[cH:12][c:13]3[c:14]2[n:15][cH:16][c:17]([C:19]([F:20])([F:21])[F:22])[cH:18]3)[cH:2][cH:3][cH:4][cH:5][cH:6]1>>[c:1]1([S:7](=[O:8])(=[O:9])[n:10]2[c:11]([C:23]([CH2:24][CH:25]3[CH2:26][CH2:27][CH2:28][CH2:29]3)=[O:30])[cH:12][c:13]3[c:14]2[n:15][cH:16][c:17]([C:19]([F:20])([F:21])[F:22])[cH:18]3)[cH:2][cH:3][cH:4][cH:5][cH:6]1. The reactants are B(Br)(Br)Br (boron tribromide), FC(S(=O)(=O)OC1=C(C(CC2=CC=C(C=C12)OC)C1=CC=C(C=C1)OC)C)(F)F (7-methoxy-3-(4-methoxyphenyl)-2-methyl-3,4-dihydronaphthalen-1-yl trifluoromethanesulfonate), ice water. The solvent is ClCCl (dichloromethane). Reaction conditions: temperature 0 celsius, time 2 hour. Product: FC(S(=O)(=O)OC1=C(C(CC2=CC=C(C=C12)O)C1=CC=C(C=C1)O)C)(F)F (7-hydroxy-3-(4-hydroxyphenyl)-2-methyl-3,4-di-hydronaphthalen-1-yl trifluoromethanesulfonate). Isolated yield 70.0%. RXN SMILES: [F:1][C:2]([F:29])([F:28])[S:3]([O:6][C:7]1[C:16]2[C:11](=[CH:12][CH:13]=[C:14]([O:17]C)[CH:15]=2)[CH2:10][CH:9]([C:19]2[CH:24]=[CH:23][C:22]([O:25]C)=[CH:21][CH:20]=2)[C:8]=1[CH3:27])(=[O:5])=[O:4].B(Br)(Br)Br>ClCCl>[F:28][C:2]([F:1])([F:29])[S:3]([O:6][C:7]1[C:16]2[C:11](=[CH:12][CH:13]=[C:14]([OH:17])[CH:15]=2)[CH2:10][CH:9]([C:19]2[CH:24]=[CH:23][C:22]([OH:25])=[CH:21][CH:20]=2)[C:8]=1[CH3:27])(=[O:4])=[O:5]. Reported procedure: Compound 5a (0.315 g, 0.735 mmol) was dissolved in dichloromethane (5 ml) to obtain a clear colorless solution. This solution was cooled to 0° C. and then boron tribromide (0.283 ml, 2.94 mmol) was added carefully to give a brown solution. The mixture was stirred at room temperature for 2 h and then poured into ice water (25 ml) and extracted with dichloromethane (2×10 ml). The organic phases were combined, washed with a saturated sodium bicarbonate solution (50 ml) and water (50 ml), dried with...